From a dataset of the Open Reaction Database (ORD), a public repository of structured organic reaction records. describe an organic reaction: reactants, conditions, products, and yield Starting materials: C, CCO, CCOC(=O)C=C(C)c1ccc(Oc2ccc(C(=O)Nc3ccc(C(F)(F)F)cc3)cn2)cc1, C1COCCO1, [Pd]. The product is CCOC(=O)CC(C)c1ccc(Oc2ccc(C(=O)Nc3ccc(C(F)(F)F)cc3)cn2)cc1. As a reaction SMILES: [C:38].[CH3:1][CH2:2][OH:3].[F:4][C:5]([c:6]1[cH:7][cH:8][c:9]([NH:12][C:13](=[O:14])[c:15]2[cH:16][cH:17][c:18]([O:21][c:22]3[cH:23][cH:24][c:25]([C:28](=[CH:29][C:30](=[O:31])[O:32][CH2:33][CH3:34])[CH3:35])[cH:26][cH:27]3)[n:19][cH:20]2)[cH:10][cH:11]1)([F:36])[F:37].[O:40]1[CH2:41][CH2:42][O:43][CH2:44][CH2:45]1.[Pd:39]>>[F:4][C:5]([c:6]1[cH:7][cH:8][c:9]([NH:12][C:13](=[O:14])[c:15]2[cH:16][cH:17][c:18]([O:21][c:22]3[cH:23][cH:24][c:25]([CH:28]([CH2:29][C:30](=[O:31])[O:32][CH2:33][CH3:34])[CH3:35])[cH:26][cH:27]3)[n:19][cH:20]2)[cH:10][cH:11]1)([F:36])[F:37]. Reactants: Cl.S1N=CN=C1N (1,2,4-Thiadiazol-5-ylamine hydrochloride), O=C1N(CCN(C1)C(C(F)(F)F)=O)C1=CC=C(C=C1)S(=O)(=O)Cl (4-(2-oxo-4-(2,2,2-trifluoroacetyl)piperazin-1-yl)benzene-1-sulfonyl chloride). Run in N1=CC=CC=C1 (pyridine). Yields the product O=C1N(CCN(C1)C(C(F)(F)F)=O)C1=CC=C(C=C1)S(=O)(=O)NC1=NC=NS1 (4-(2-Oxo-4-(2,2,2-trifluoroacetyl)piperazin-1-yl)-N-(1,2,4-thiadiazol-5-yl)benzenesulfonamide). The yield is 48.0%. As a reaction SMILES: Cl.[S:2]1[C:6]([NH2:7])=[N:5][CH:4]=[N:3]1.[O:8]=[C:9]1[CH2:14][N:13]([C:15](=[O:20])[C:16]([F:19])([F:18])[F:17])[CH2:12][CH2:11][N:10]1[C:21]1[CH:26]=[CH:25][C:24]([S:27](Cl)(=[O:29])=[O:28])=[CH:23][CH:22]=1>N1C=CC=CC=1>[O:8]=[C:9]1[CH2:14][N:13]([C:15](=[O:20])[C:16]([F:18])([F:17])[F:19])[CH2:12][CH2:11][N:10]1[C:21]1[CH:22]=[CH:23][C:24]([S:27]([NH:7][C:6]2[S:2][N:3]=[CH:4][N:5]=2)(=[O:29])=[O:28])=[CH:25][CH:26]=1 |f:0.1|. Procedure: Synthesized according to general procedure 12, method A. The reaction was set up with 1,2,4-Thiadiazol-5-ylamine hydrochloride (0.56 g, 4.0 mmol), anhydrous pyridine (3.5 mL), and 4-(2-oxo-4-(2,2,2-trifluoroacetyl)piperazin-1-yl)benzene-1-sulfonyl chloride (1.5 g, 4.0 mmol). The dark oil was purified via silica gel chromatography using 5% MeOH in CH2Cl2 followed by a second purification on silica gel using 80% EtOAc in hexanes to obtain the desired sulfonamide as a white solid (0.73 g, 1.92 mmol... Reactants: C(C1=CC=CC=C1)OC(=O)N1C(C2=C(CC1)N=C(S2)Br)C2=C(C=CC(=C2)Cl)OCC(=O)OCC ((±)-2-bromo-4-(5-chloro-2-ethoxycarbonylmethoxy-phenyl)-6,7-dihydro-4H-thiazolo[5,4-c]pyridine-5-carboxylic acid benzyl ester), C1(=CC=CC=C1)B(O)O (phenylboronic acid), C([O-])([O-])=O.[Na+].[Na+] (sodium carbonate). The reagents and catalysts are [Pd].C1(=CC=CC=C1)P(C1=CC=CC=C1)C1=CC=CC=C1.C1(=CC=CC=C1)P(C1=CC=CC=C1)C1=CC=CC=C1.C1(=CC=CC=C1)P(C1=CC=CC=C1)C1=CC=CC=C1.C1(=CC=CC=C1)P(C1=CC=CC=C1)C1=CC=CC=C1 (tetrakis(triphenylphosphine) palladium (0)). Run in C1(=CC=CC=C1)C.CO.O (toluene MeOH Water). Conditions: temperature 100 celsius, time 18 hour. Product: C(C1=CC=CC=C1)OC(=O)N1C(C2=C(CC1)N=C(S2)C2=CC=CC=C2)C2=C(C=CC(=C2)Cl)OCC(=O)O ((±)-4-(2-Carboxymethoxy-5-chloro-phenyl)-2-phenyl-6,7-dihydro-4H-thiazolo[5,4-c]pyridine-5-carboxylic acid benzyl ester). Reaction SMILES: [CH2:1]([O:8][C:9]([N:11]1[CH2:16][CH2:15][C:14]2[N:17]=[C:18](Br)[S:19][C:13]=2[CH:12]1[C:21]1[CH:26]=[C:25]([Cl:27])[CH:24]=[CH:23][C:22]=1[O:28][CH2:29][C:30]([O:32]CC)=[O:31])=[O:10])[C:2]1[CH:7]=[CH:6][CH:5]=[CH:4][CH:3]=1.[C:35]1(B(O)O)[CH:40]=[CH:39][CH:38]=[CH:37][CH:36]=1.C(=O)([O-])[O-].[Na+].[Na+]>C1(C)C=CC=CC=1.CO.O.[Pd].C1(P(C2C=CC=CC=2)C2C=CC=CC=2)C=CC=CC=1.C1(P(C2C=CC=CC=2)C2C=CC=CC=2)C=CC=CC=1.C1(P(C2C=CC=CC=2)C2C=CC=CC=2)C=CC=CC=1.C1(P(C2C=CC=CC=2)C2C=CC=CC=2)C=CC=CC=1>[CH2:1]([O:8][C:9]([N:11]1[CH2:16][CH2:15][C:14]2[N:17]=[C:18]([C:35]3[CH:40]=[CH:39][CH:38]=[CH:37][CH:36]=3)[S:19][C:13]=2[CH:12]1[C:21]1[CH:26]=[C:25]([Cl:27])[CH:24]=[CH:23][C:22]=1[O:28][CH2:29][C:30]([OH:32])=[O:31])=[O:10])[C:2]1[CH:7]=[CH:6][CH:5]=[CH:4][CH:3]=1 |f:2.3.4,5.6.7,8.9.10.11.12|. Procedure details: To a mixture under N2 of (±)-2-bromo-4-(5-chloro-2-ethoxycarbonylmethoxy-phenyl)-6,7-dihydro-4H-thiazolo[5,4-c]pyridine-5-carboxylic acid benzyl ester (63 mg, 0.12 mmol, 1.00 eq.), phenylboronic acid (15 mg, 0.12 mmol, 1.00 eq.) and sodium carbonate (50 mg, 0.47 mmol, 4.00 eq.) in toluene/MeOH/Water 20:4:1 (4 mL), tetrakis(triphenylphosphine) palladium (0) (6.8 mg, 6 μmol, 0.05 eq.) was added and the mixture was stirred at 100° C. for 18 hours. The mixture was allowed to cool to r.t. and concent... Starting materials: COC1=CC=C(C(=O)C=2SC3=C(C2C2=CC=CC=C2)C=CC(=C3)OC)C=C1 (2-(4-Methoxybenzoyl)-3-phenyl-6-methoxybenzothiophene), Cl.N1=CC=CC=C1 (pyridine hydrochloride). Conditions: temperature 220 celsius. Product: OC1=CC=C(C(=O)C=2SC3=C(C2C2=CC=CC=C2)C=CC(=C3)O)C=C1 (2-(4-Hydroxybenzoyl)-3-phenyl-6-hydroxybenzothiophene). Yield: 65.0%. As a reaction SMILES: C[O:2][C:3]1[CH:27]=[CH:26][C:6]([C:7]([C:9]2[S:10][C:11]3[CH:23]=[C:22]([O:24]C)[CH:21]=[CH:20][C:12]=3[C:13]=2[C:14]2[CH:19]=[CH:18][CH:17]=[CH:16][CH:15]=2)=[O:8])=[CH:5][CH:4]=1.Cl.N1C=CC=CC=1>>[OH:2][C:3]1[CH:4]=[CH:5][C:6]([C:7]([C:9]2[S:10][C:11]3[CH:23]=[C:22]([OH:24])[CH:21]=[CH:20][C:12]=3[C:13]=2[C:14]2[CH:15]=[CH:16][CH:17]=[CH:18][CH:19]=2)=[O:8])=[CH:26][CH:27]=1 |f:1.2|. Reported procedure: A mixture of 8.75 g. (0.023 mole) of the product from Example 7 and 25 g. of pyridine hydrochloride was prepared. The mixture was refluxed in a 220° C. oil bath for 30 minutes. The hot reaction mixture then was poured over ice, and the resulting mixture was added to a blender. The resulting yellow crystals were collected on a filter, washed with water, and vacuum dried at 100° C. This treatment caused some resinification of the sample. The residue was recrystallized from a mixture of ethyl aceta... Reactants: [OH-].[Na+] (NaOH), N[C@@H]1CN(C[C@H]1C)C(=O)OC(C)(C)C (1,1-dimethylethyl(trans)-3-amino-4-methyl-1-pyrrolidinecarboxylate), C=O (formaldehyde), [BH-](OC(=O)C)(OC(=O)C)OC(=O)C.[Na+] (NaBH(OAc)3). Run in Cl (HCl), O1CCOCC1 (dioxane), C1CCOC1 (THF). Run at time 8 hour. The product is CN([C@@H]1CNC[C@H]1C)C ((trans)-N,N,4-trimethyl-3-pyrrolidinamine). RXN SMILES: [NH2:1][C@H:2]1[C@H](C)[CH2:5][N:4]([C:8](OC(C)(C)C)=O)[CH2:3]1.[CH2:15]=O.[BH-](O[C:27]([CH3:29])=O)(OC(C)=O)OC(C)=O.[Na+].[OH-].[Na+]>C1COCC1.Cl.O1CCOCC1>[CH3:5][N:4]([CH3:8])[C@H:3]1[C@H:27]([CH3:29])[CH2:15][NH:1][CH2:2]1 |f:2.3,4.5|. Procedure: A solution of commercially available 1,1-dimethylethyl(trans)-3-amino-4-methyl-1-pyrrolidinecarboxylate (1 g, 5 mmol) and formaldehyde (0.69 mL, 25 mmol, 37% in water) in THF (20 mL) was stirred at room temperature for 1 hour. NaBH(OAc)3 (7.4 g, 35 mmol) was added and the reaction was stirred overnight. 1 M NaOH (20 mL) was added and the layers were allowed to separate. The aqueous phase was extracted with ether and the combined organics were dried over sodium sulfate, filtered and concentrated ...